Dataset: the Open Reaction Database (ORD), a public repository of structured organic reaction records. Task: describe an organic reaction: reactants, conditions, products, and yield As a reaction SMILES: C([SiH](CC)CC)C.[N+:8]([C:11]1[CH:12]=[C:13]([C:17]2([C:20]([NH2:22])=[O:21])[CH2:19][CH2:18]2)[CH:14]=[CH:15][CH:16]=1)([O-])=O>CO.[Pd]>[NH2:8][C:11]1[CH:12]=[C:13]([C:17]2([C:20]([NH2:22])=[O:21])[CH2:19][CH2:18]2)[CH:14]=[CH:15][CH:16]=1. Run at time 20 minute. Product: NC=1C=C(C=CC1)C1(CC1)C(=O)N (1-(3-aminophenyl)cyclopropanecarboxamide). The reagents and catalysts are [Pd] (Pd/C). Reactants: C(C)[SiH](CC)CC (Triethylsilane), [N+](=O)([O-])C=1C=C(C=CC1)C1(CC1)C(=O)N (1-(3-nitrophenyl)cyclopropanecarboxamide). Yield: 79.6%. The solvent is CO (MeOH). Procedure details: Triethylsilane (7.75 ml, 48.5 mmol) was added dropwise to a suspension of 1-(3-nitrophenyl)cyclopropanecarboxamide (1 g, 4.85 mmol) and Pd/C (10%, 250 mg) in MeOH (20 ml). Resulting suspension was stirred at RT for 20 min. and filtered through celite. The filtrate was evaporated and triturated in hexane to obtain the crystals which were collected by filtration to afford the title compound (0.68 g). The reactants are C(C)OC(=O)C1=C(C2=C(N=NC=C2)O1)O (5-hydroxyfuro[2,3-c]pyridazine-6-carboxylic acid ethyl ester), C(C)OC(C1=C(N=CC=C1OC)Cl)=O (4-methoxy-2-chloronicotinic acid ethyl ester). Product: C(C)OC(=O)C1=C(C=2C(=NC=CC2OC)O1)O (3-hydroxy-4-methoxyfuro[2,3-b]pyridine-2-carboxylic acid ethyl ester). As a reaction SMILES: [CH2:1]([O:3][C:4]([C:6]1[O:14]C2N=NC=CC=2C=1O)=[O:5])[CH3:2].C(O[C:19](=[O:29])[C:20]1[C:25]([O:26][CH3:27])=[CH:24][CH:23]=[N:22][C:21]=1Cl)C>>[CH2:1]([O:3][C:4]([C:6]1[O:14][C:21]2=[N:22][CH:23]=[CH:24][C:25]([O:26][CH3:27])=[C:20]2[C:19]=1[OH:29])=[O:5])[CH3:2]. Procedure details: This compound was prepared using a method analogous to that of 5-hydroxyfuro[2,3-c]pyridazine-6-carboxylic acid ethyl ester (A.2.3.1), 4-methoxy-2-chloronicotinic acid ethyl ester replacing 3-chloropyridazine-4-carboxylic acid ethyl ester; Starting materials: CC(C)Cc1ccc(-c2noc(-c3ccc(CO)cc3)n2)cc1, ClCCl. The product is CC(C)Cc1ccc(-c2noc(-c3ccc(C=O)cc3)n2)cc1. As a reaction SMILES: [CH2:1]([CH:2]([CH3:3])[CH3:4])[c:5]1[cH:6][cH:7][c:8](-[c:11]2[n:12][o:13][c:14](-[c:16]3[cH:17][cH:18][c:19]([CH2:22][OH:23])[cH:20][cH:21]3)[n:15]2)[cH:9][cH:10]1.[Cl:24][CH2:25][Cl:26]>>[CH2:1]([CH:2]([CH3:3])[CH3:4])[c:5]1[cH:6][cH:7][c:8](-[c:11]2[n:12][o:13][c:14](-[c:16]3[cH:17][cH:18][c:19]([CH:22]=[O:23])[cH:20][cH:21]3)[n:15]2)[cH:9][cH:10]1. Starting materials: C(C)C1=CC(=C(OC2=CC=C(C=C2)C(CCC=O)=O)C=C1)O (4-[4-(4-ethyl-2-hydroxyphenoxy)phenyl]-4-oxobutanal), [BH4-].[Na+] (NaBH4), C(C)(=O)O (acetic acid). Run in O (water), CO (methanol). Run at temperature -5 celsius, time 5 hour. Yields the product C(C)C1=CC(=C(OC2=CC=C(C=C2)C(CCCO)=O)C=C1)O (1-[4-(4-ethyl-2-hydroxyphenoxy)phenyl]-4-hydroxybutan-1-one). As a reaction SMILES: [BH4-].[Na+].[CH2:3]([C:5]1[CH:23]=[CH:22][C:8]([O:9][C:10]2[CH:15]=[CH:14][C:13]([C:16](=[O:21])[CH2:17][CH2:18][CH:19]=[O:20])=[CH:12][CH:11]=2)=[C:7]([OH:24])[CH:6]=1)[CH3:4].C(O)(=O)C>CO.O>[CH2:3]([C:5]1[CH:23]=[CH:22][C:8]([O:9][C:10]2[CH:11]=[CH:12][C:13]([C:16](=[O:21])[CH2:17][CH2:18][CH2:19][OH:20])=[CH:14][CH:15]=2)=[C:7]([OH:24])[CH:6]=1)[CH3:4] |f:0.1|. Procedure: To a suspension of NaBH4 (0.052 mmol; 2 mg) in dry methanol, under argon at −78° C., (0.5 mL) was added 4-[4-(4-ethyl-2-hydroxyphenoxy)phenyl]-4-oxobutanal (0.040 mmol; 12 mg). The reaction was stirred 5 hours with gradual warming to −5° C., and treated with acetic acid. The mixture was diluted with water and extracted with ethyl acetate. Combined organic layers were dried over Na2SO4 and concentrated in vacuo. The title compound was obtained as a clear oil (7.6 mg; 63%) after purification on pr... The reactants are C1CCOC1, CCOC(=O)Cc1cc(Cl)c(NC(=O)c2nccc3ccccc23)cc1F, Cl, [Na+], [OH-]. Yields the product O=C(O)Cc1cc(Cl)c(NC(=O)c2nccc3ccccc23)cc1F. RXN SMILES: [CH2:31]1[O:32][CH2:33][CH2:34][CH2:35]1.[Cl:1][c:2]1[c:3]([NH:15][C:16](=[O:17])[c:18]2[n:19][cH:20][cH:21][c:22]3[cH:23][cH:24][cH:25][cH:26][c:27]23)[cH:4][c:5]([F:14])[c:6]([CH2:8][C:9](=[O:10])[O:11][CH2:12][CH3:13])[cH:7]1.[ClH:30].[Na+:29].[OH-:28]>>[Cl:1][c:2]1[c:3]([NH:15][C:16](=[O:17])[c:18]2[n:19][cH:20][cH:21][c:22]3[cH:23][cH:24][cH:25][cH:26][c:27]23)[cH:4][c:5]([F:14])[c:6]([CH2:8][C:9](=[O:10])[OH:11])[cH:7]1. Starting materials: CCCCO, CN1CCNCC1, Cc1ccccc1-c1cc(Cl)[n+]([O-])cc1N(C)C(=O)C(C)(C)c1cc(C(F)(F)F)cc(C(F)(F)F)c1. Reaction SMILES: [CH2:44]([OH:45])[CH2:46][CH2:47][CH3:48].[CH3:37][N:38]1[CH2:39][CH2:40][NH:41][CH2:42][CH2:43]1.[F:1][C:2]([c:3]1[cH:4][c:5]([C:13]([C:14](=[O:15])[N:16]([CH3:17])[c:18]2[c:19](-[c:26]3[c:27]([CH3:32])[cH:28][cH:29][cH:30][cH:31]3)[cH:20][c:21]([Cl:25])[n+:22]([O-:24])[cH:23]2)([CH3:33])[CH3:34])[cH:6][c:7]([C:9]([F:10])([F:11])[F:12])[cH:8]1)([F:35])[F:36]>>[F:1][C:2]([c:3]1[cH:4][c:5]([C:13]([C:14](=[O:15])[N:16]([CH3:17])[c:18]2[c:19](-[c:26]3[c:27]([CH3:32])[cH:28][cH:29][cH:30][cH:31]3)[cH:20][c:21]([N:41]3[CH2:40][CH2:39][N:38]([CH3:37])[CH2:43][CH2:42]3)[n+:22]([O-:24])[cH:23]2)([CH3:33])[CH3:34])[cH:6][c:7]([C:9]([F:10])([F:11])[F:12])[cH:8]1)([F:35])[F:36]. Product: Cc1ccccc1-c1cc(N2CCN(C)CC2)[n+]([O-])cc1N(C)C(=O)C(C)(C)c1cc(C(F)(F)F)cc(C(F)(F)F)c1. The reactants are COC=1C=C(C(=O)N2CC(CC2)(CCOS(=O)(=O)C)C2=CC=CC=C2)C=C(C1OC)OC (1-(3,4,5-trimethoxybenzoyl)-3-phenyl-3-(2-methanesulfonyloxyethyl)pyrrolidine), I.O=C(CCCN1C(=NC2=C1C=CC=C2)N2CCNCCC2)C (4-(1-(4-oxopentyl)-1H-benzimidazol-2-yl)[1,4]diazepane hydriodic acid salt), C(C)(C)N(C(C)C)CC (N,N-diisopropylethylamine), CO.ClCCl (methanol dichloromethane). The solvent is C(C)#N (acetonitrile). Run at time 24 hour. Yields the product COC=1C=C(C(=O)N2CC(CC2)(C2=CC=CC=C2)CCN2CCN(CCC2)C2=NC3=C(N2CCCC(C)=O)C=CC=C3)C=C(C1OC)OC (1-(3,4,5-Trimethoxybenzoyl)-3-(2-(4-(1-(4-oxopentyl)-1H-benzimidazol-2-yl)[1,4]diazepan-1-yl)ethyl)-3-phenylpyrrolidine). As a reaction SMILES: [CH3:1][O:2][C:3]1[CH:4]=[C:5]([CH:26]=[C:27]([O:31][CH3:32])[C:28]=1[O:29][CH3:30])[C:6]([N:8]1[CH2:12][CH2:11][C:10]([C:20]2[CH:25]=[CH:24][CH:23]=[CH:22][CH:21]=2)([CH2:13][CH2:14]OS(C)(=O)=O)[CH2:9]1)=[O:7].I.[O:34]=[C:35]([CH3:55])[CH2:36][CH2:37][CH2:38][N:39]1[C:43]2[CH:44]=[CH:45][CH:46]=[CH:47][C:42]=2[N:41]=[C:40]1[N:48]1[CH2:54][CH2:53][CH2:52][NH:51][CH2:50][CH2:49]1.C(N(CC)C(C)C)(C)C.CO.ClCCl>C(#N)C>[CH3:32][O:31][C:27]1[CH:26]=[C:5]([CH:4]=[C:3]([O:2][CH3:1])[C:28]=1[O:29][CH3:30])[C:6]([N:8]1[CH2:12][CH2:11][C:10]([CH2:13][CH2:14][N:51]2[CH2:52][CH2:53][CH2:54][N:48]([C:40]3[N:39]([CH2:38][CH2:37][CH2:36][C:35](=[O:34])[CH3:55])[C:43]4[CH:44]=[CH:45][CH:46]=[CH:47][C:42]=4[N:41]=3)[CH2:49][CH2:50]2)([C:20]2[CH:25]=[CH:24][CH:23]=[CH:22][CH:21]=2)[CH2:9]1)=[O:7] |f:1.2,4.5|. Reported procedure: Combine 1-(3,4,5-trimethoxybenzoyl)-3-phenyl-3-(2-methanesulfonyloxyethyl)pyrrolidine (prepared from (−)-3-phenyl-3-(2-hydroxyethyl)pyrrolidine(R,R)-di-p-anisoyltartaric acid salt) (0.40 g, 0.72 mmol), 4-(1-(4-oxopentyl)-1H-benzimidazol-2-yl)[1,4]diazepane hydriodic acid salt (0.30 g, 0.65 mmol), and N,N-diisopropylethylamine (0.52 mL, 3.02 mmol) in acetonitrile (10 mL). Heat to reflux. After 24 hours, cool and partition the reaction mixture between ethyl acetate and a half saturated aqueous sod...